From a dataset of the Open Reaction Database (ORD), a public repository of structured organic reaction records. describe an organic reaction: reactants, conditions, products, and yield Reactants: Cl.CC1C(N(CCN1)CCC1=CC=C(C=C1)[N+](=O)[O-])=O (3-Methyl-1-[2-(4-nitrophenyl)ethyl]piperazin-2-one hydrochloride), [N+](=O)([O-])C1=CC=C(C=C1)CC=O ((4-Nitrophenyl)acetaldehyde), C(C)O (ethanol), C(#N)[BH3-].[Na+] (sodium cyanoborohydride), added_titanium(IV) isopropoxide. Solvent: C(C)(=O)OCC (ethyl acetate). Reaction conditions: time 15 minute. Yields the product CC1C(N(CCN1CCC1=CC=C(C=C1)[N+](=O)[O-])CCC1=CC=C(C=C1)[N+](=O)[O-])=O (3-Methyl-1,4-bis[2-(4-nitrophenyl)ethyl]piperazin-2-one). Reaction SMILES: Cl.[CH3:2][CH:3]1[NH:8][CH2:7][CH2:6][N:5]([CH2:9][CH2:10][C:11]2[CH:16]=[CH:15][C:14]([N+:17]([O-:19])=[O:18])=[CH:13][CH:12]=2)[C:4]1=[O:20].[N+:21]([C:24]1[CH:29]=[CH:28][C:27]([CH2:30][CH:31]=O)=[CH:26][CH:25]=1)([O-:23])=[O:22].C(O)C.C([BH3-])#N.[Na+]>C(OCC)(=O)C>[CH3:2][CH:3]1[N:8]([CH2:31][CH2:30][C:27]2[CH:26]=[CH:25][C:24]([N+:21]([O-:23])=[O:22])=[CH:29][CH:28]=2)[CH2:7][CH2:6][N:5]([CH2:9][CH2:10][C:11]2[CH:12]=[CH:13][C:14]([N+:17]([O-:19])=[O:18])=[CH:15][CH:16]=2)[C:4]1=[O:20] |f:0.1,4.5|. Procedure: To a mixture of 3-Methyl-1-[2-(4-nitrophenyl)ethyl]piperazin-2-one hydrochloride (38 mg, 0.13 mmol) and (4-Nitrophenyl)acetaldehyde (31 mg, 0.19 mmol) was added_titanium(IV) isopropoxide (0.37 mL, 1.3 mmol). After stirring the mixture at RT for 15 minutes, ethanol (2 mL) and sodium cyanoborohydride (80 mg, 1.3 mmol) were added to the reaction. The mixture was allowed to stir at RT for 16 hours. The reaction was diluted with ethyl acetate, washed with brine, dried over sodium sulfate, and concent...